Dataset: the Open Reaction Database (ORD), a public repository of structured organic reaction records. Task: describe an organic reaction: reactants, conditions, products, and yield Reactants: C(C1=CC=CC=C1)OC(C(C(C)=O)N1N=C(C=C1)C(F)(F)F)=O (3-Oxo-2-(3-trifluoromethyl-pyrazol-1-yl)-butyric acid benzyl ester), NN (hydrazine), [Cl-].[NH4+] (ammonium chloride). Solvent: CCO (EtOH). Yields the product CC=1C(=C(NN1)O)N1N=C(C=C1)C(F)(F)F (5′-Methyl-3-trifluoromethyl-2′H-[1,4′]bipyrazolyl-3′-ol). RXN SMILES: C([O:8][C:9](=O)[CH:10]([N:14]1[CH:18]=[CH:17][C:16]([C:19]([F:22])([F:21])[F:20])=[N:15]1)[C:11](=O)[CH3:12])C1C=CC=CC=1.[NH2:24][NH2:25].[Cl-].[NH4+]>CCO>[CH3:12][C:11]1[C:10]([N:14]2[CH:18]=[CH:17][C:16]([C:19]([F:22])([F:21])[F:20])=[N:15]2)=[C:9]([OH:8])[NH:24][N:25]=1 |f:2.3|. Reported procedure: 3-Oxo-2-(3-trifluoromethyl-pyrazol-1-yl)-butyric acid benzyl ester (800 mg, 2.452 mmol), EtOH (12.30 ml) and hydrazine (0.231 ml, 7.36 mmol) are stirred at 50° C. for hour. The volatiles are removed in vacuo yielding a wet solid which is added to ammonium chloride (sat. aq. 100 ml) and the product is extracted into EtOAc (2×100 ml). The combined organic extracts are washed with brine, dried over Na2SO4, and concentrated in vacuo to give a pale yellow solid. The crude product is purified by ISCO ... The reactants are C1COCCN1CCS(=O)(=O)O (MES), 2608F, [N-]=[N+]=[N-].[Na+] (sodium azide), C(CCCCCCCC)OC1=CC=CC=C1 (nonylphenyl ether), C(CCCCCCCCCCC)OCCCCCCCCCCCC (lauryl ether), C[C@H](CCC(=O)[O-])[C@H]1CC[C@@H]2[C@@]1([C@H](C[C@H]3[C@]2([C@@H](C[C@H]4[C@@]3(CC[C@H](C4)O)C)O)C)O)C.[Na+] (Sodium cholate), CC1=C(C(=O)N(N1C)C=2C=CC=CC2)N (4-aminoantipyrine), P(=O)(O)(O)OCC(CO)O (glycerol 3-phosphate), HI-TENOL. The solvent is OCC(O)CO (glycerol). Product: C1CN(CCN1CCS(=O)(=O)O)CCS(=O)(=O)O (PIPES). As a reaction SMILES: [CH2:1]1[N:6]([CH2:7][CH2:8][S:9]([OH:12])(=[O:11])=[O:10])[CH2:5][CH2:4]O[CH2:2]1.[CH3:13][C:14]1[N:19](C)N(C2C=CC=CC=2)C(=O)C=1N.P(OCC(O)CO)(O)(O)=O.[N-]=[N+]=[N-].[Na+].C[C@@H]([C@@H]1[C@@]2(C)[C@@H](O)C[C@@H]3[C@@]4(C)CC[C@@H](O)C[C@H]4C[C@@H](O)[C@@]3(C)[C@@H]2CC1)CCC([O-])=O.[Na+].C(OC1C=CC=CC=1)CCCCCCCC.C(OCCCCCCCCCCCC)CCCCCCCCCCC>OCC(CO)O>[CH2:2]1[N:19]([CH2:14][CH2:13][S:9]([OH:12])(=[O:11])=[O:10])[CH2:4][CH2:5][N:6]([CH2:7][CH2:8][S:9]([OH:12])(=[O:11])=[O:10])[CH2:1]1 |f:3.4,5.6|. Reported procedure: MES (Dojindo Laboratories); EMSE (Daito Chemix Corporation); 4-aminoantipyrine (Saikyo Kasei), CEBP-M (enzyme having an activity of lipoprotein lipase; Asahi Kasei Corporation); GYK-301 (glycerol kinase; Toyobo Co., Ltd.); GPOM (glycerol 3-phosphate oxidase; Asahi Kasei Corporation), catalase (Sigma), peroxidase (Toyobo Co., Ltd.), sodium azide (Kanto Chemicals Co., Inc.), Emulgen B66 (Kao Corporation), Newcol 610 (Nippon Nyukazai Co., Ltd.), Newcol 2608F (Nippon Nyukazai Co., Ltd.), New Calgen ... Starting materials: CO, Cc1c(N)cccc1[N+](=O)[O-], ClI, [Na+], O=C([O-])O. The product is Cc1c(N)ccc(I)c1[N+](=O)[O-]. RXN SMILES: [CH3:19][OH:20].[CH3:1][c:2]1[c:3]([NH2:4])[cH:5][cH:6][cH:7][c:8]1[N+:9](=[O:10])[O-:11].[I:17][Cl:18].[Na+:12].[OH:13][C:14](=[O:15])[O-:16]>>[CH3:1][c:2]1[c:3]([NH2:4])[cH:5][cH:6][c:7]([I:17])[c:8]1[N+:9](=[O:10])[O-:11]. The reactants are CCCC(=O)Cl, C[Si](C)(C)CCOCn1ccc2nc(-c3cccnc3NC3CCNC3)cnc21. The product is CCCC(=O)N1CCC(Nc2ncccc2-c2cnc3c(ccn3COCC[Si](C)(C)C)n2)C1. Reaction SMILES: [C:30]([CH2:31][CH2:32][CH3:33])(=[O:34])[Cl:35].[NH:1]1[CH2:2][CH:3]([NH:6][c:7]2[n:8][cH:9][cH:10][cH:11][c:12]2-[c:13]2[n:14][c:15]3[c:16]([n:17][cH:18]2)[n:19]([CH2:22][O:23][CH2:24][CH2:25][Si:26]([CH3:27])([CH3:28])[CH3:29])[cH:20][cH:21]3)[CH2:4][CH2:5]1>>[N:1]1([C:30]([CH2:31][CH2:32][CH3:33])=[O:34])[CH2:2][CH:3]([NH:6][c:7]2[n:8][cH:9][cH:10][cH:11][c:12]2-[c:13]2[n:14][c:15]3[c:16]([n:17][cH:18]2)[n:19]([CH2:22][O:23][CH2:24][CH2:25][Si:26]([CH3:27])([CH3:28])[CH3:29])[cH:20][cH:21]3)[CH2:4][CH2:5]1.